From a dataset of the Open Reaction Database (ORD), a public repository of structured organic reaction records. describe an organic reaction: reactants, conditions, products, and yield Reactants: OCC1=CC=2CN(CCC2S1)C(=O)OC(C)(C)C (tert-butyl 6,7-dihydro-2-(hydroxymethyl)thieno[3,2-c]pyridine-5(4H)-carboxylate), C(O)([O-])=O.[Na+] (sodium hydrogen carbonate), [O-]Cl.[Na+] (NaOCl), CC1(CCCC(N1[O])(C)C)C (TEMPO). The solvent is O (water), ClCCl (dichloromethane), ClCCl (dichloromethane), O (water), C(C)(=O)OCC.CCCCCC (ethyl acetate hexane). Run at temperature 0 celsius, time 1.5 hour. Product: C(=O)C1=CC=2CN(CCC2S1)C(=O)OC(C)(C)C (tert-Butyl 2-formyl-6,7-dihydrothieno[3,2-c]pyridine-5(4H)-carboxylate). As a reaction SMILES: [OH:1][CH2:2][C:3]1[S:11][C:10]2[CH2:9][CH2:8][N:7]([C:12]([O:14][C:15]([CH3:18])([CH3:17])[CH3:16])=[O:13])[CH2:6][C:5]=2[CH:4]=1.C(=O)([O-])O.[Na+].CC1(C)N([O])C(C)(C)CCC1.[O-]Cl.[Na+]>ClCCl.O.C(OCC)(=O)C.CCCCCC>[CH:2]([C:3]1[S:11][C:10]2[CH2:9][CH2:8][N:7]([C:12]([O:14][C:15]([CH3:18])([CH3:17])[CH3:16])=[O:13])[CH2:6][C:5]=2[CH:4]=1)=[O:1] |f:1.2,4.5,8.9,^1:27|. Procedure details: To a solution of tert-butyl 6,7-dihydro-2-(hydroxymethyl)thieno[3,2-c]pyridine-5(4H)-carboxylate (1.6 g, 0.006 mol) in dichloromethane (18 ml), sodium hydrogen carbonate (1.06 g) dissolved in water was added and the resulting mixture was cooled to 0° C. Then a catalytic amount of TEMPO followed by NaOCl (18 ml, 10×) were added at 0° C. and the reaction mixture was stirred for 1-2 h at room temperature. Progress of the reaction was monitored by TLC (30% ethyl acetate/hexane). Upon completion of t... Starting materials: COc1cc(N)ccc1Br, CC(=O)O, CC(=O)OC(C)=O, O. The product is COc1cc(NC(C)=O)ccc1Br. As a reaction SMILES: [Br:8][c:9]1[c:10]([O:16][CH3:17])[cH:11][c:12]([NH2:15])[cH:13][cH:14]1.[CH3:18][C:19](=[O:20])[OH:21].[CH3:1][C:2](=[O:3])[O:4][C:5](=[O:6])[CH3:7].[OH2:22]>>[CH3:1][C:2](=[O:3])[NH:15][c:12]1[cH:11][c:10]([O:16][CH3:17])[c:9]([Br:8])[cH:14][cH:13]1. Starting materials: C(CN)N (ethylenediamine), ClCC=1N=NC=CC1 (3-chloromethylpyridazine). As a reaction SMILES: [CH2:1]([NH2:4])[CH2:2][NH2:3].Cl[CH2:6][C:7]1[N:8]=[N:9][CH:10]=[CH:11][CH:12]=1>>[N:9]1[CH:10]=[CH:11][CH:12]=[C:7]([CH2:6][NH:3][CH2:2][CH2:1][NH2:4])[N:8]=1. Reported procedure: Reacting ethylenediamine with 3-chloromethylpyridazine by the procedure of Example 34 gives N-(3-pyridazinylmethyl)ethylenediamine. This intermediate is reacted with S-methylisothiouronium sulphate by the procedure of Example 1 to give the title compound. The product is N1=NC(=CC=C1)CNCCN (N-(3-pyridazinylmethyl)ethylenediamine). Reactants: C(CC)N(C1CC2=CC(=C(C=C2C1)C(=O)[O-])C(=O)[O-])CCC (2-(dipropylamino)-2,3-dihydro-1H-indene-5,6-dicarboxylate), Cl.NN (hydrazine hydrochloride). Solvent: CC(=O)O (HOAc). Run at temperature 125 celsius. Yields the product C(CC)N(C1CC=2C(=CC=3C(NNC(C3C2)=O)=O)C1)CCC (7-(Dipropylamino)-2,3,7,8-tetrahydro-1H-cyclopenta[g]phthalazine-1,4(6H)-dione). As a reaction SMILES: [CH2:1]([N:4]([CH2:20][CH2:21][CH3:22])[CH:5]1[CH2:13][C:12]2[C:7](=[CH:8][C:9]([C:17]([O-])=[O:18])=[C:10]([C:14]([O-])=[O:15])[CH:11]=2)[CH2:6]1)[CH2:2][CH3:3].Cl.[NH2:24][NH2:25]>CC(O)=O>[CH2:1]([N:4]([CH2:20][CH2:21][CH3:22])[CH:5]1[CH2:13][C:12]2=[CH:11][C:10]3[C:14](=[O:15])[NH:24][NH:25][C:17](=[O:18])[C:9]=3[CH:8]=[C:7]2[CH2:6]1)[CH2:2][CH3:3] |f:1.2|. Reported procedure: A mixture of 2-(dipropylamino)-2,3-dihydro-1H-indene-5,6-dicarboxylate (92, 0.17 g, 0.5 mmol) and hydrazine hydrochloride (0.05 g, 0.7 mmol) in glacial HOAc (10 mL) was refluxed at 125° C. for 4 h. The reaction was cooled, concentrated, and converted to an HCl salt. The resulting solid was recrystallized from EtOAc/MeOH to give a white solid. This white solid was further purified via reverse phase chromatography eluting with H2O/MeOH (95:5). The resulting product was converted to an HCl salt and... The reactants are Cl (Hydrochloric acid), N#CN (cyanamide), C(#N)C=1C(=NC(=NC1)NC1=CC=C(C=C1)S(NCCOC)(=O)=O)C1=CN=C(N1CC)C (5-Cyano-4-(1-ethyl-2-methylimidazol-5-yl)-2-{4-[N-(2-methoxyethyl)sulphamoyl]anilino}pyrimidine), C(C)O (ethanol), Cl (hydrochloric acid), N#CN (cyanamide). Conditions: time 6 hour. Yields the product OCCCSC1=CC=C(C=C1)NC(=N)N (4-(3-hydroxypropylthio) phenylguanidine). As a reaction SMILES: Cl.N#[C:3]N.C(C1C(C2N(CC)C(C)=NC=2)=[N:9][C:10]([NH:13][C:14]2[CH:19]=[CH:18][C:17]([S:20](=O)(=O)NCCOC)=[CH:16][CH:15]=2)=[N:11]C=1)#N.[CH2:36]([OH:38])[CH3:37]>>[OH:38][CH2:36][CH2:37][CH2:3][S:20][C:17]1[CH:16]=[CH:15][C:14]([NH:13][C:10]([NH2:9])=[NH:11])=[CH:19][CH:18]=1. Procedure details: 2M Hydrochloric acid (10 ml) and cyanamide (500 mg) were added to a solution of 4-(3-hydroxypropylthio)aniline (Method 83; 900 mg) in ethanol (1 ml). The mixture was stirred under reflux for 19 hours and further 2M hydrochloric acid (0.5 ml) and cyanamide (400 mg) were added and heating continued for a further 6 hours. The volatiles were removed by evaporation, water (5 ml) was added to the residue and the mixture basified with concentrated sodium hydroxide solution to greater than pH11. The aqu... Reactants: C1COCCO1, CCOC(=O)c1ccc(-n2oc(-c3ccccc3)c(CCl)c2=O)c([N+](=O)[O-])c1, O, O=S(=O)(O)O. Yields the product O=C(O)c1ccc(-n2oc(-c3ccccc3)c(CCl)c2=O)c([N+](=O)[O-])c1. RXN SMILES: [CH2:34]1[O:35][CH2:36][CH2:37][O:38][CH2:39]1.[Cl:6][CH2:7][c:8]1[c:9](=[O:33])[n:10](-[c:19]2[c:20]([N+:30](=[O:31])[O-:32])[cH:21][c:22]([C:25](=[O:26])[O:27][CH2:28][CH3:29])[cH:23][cH:24]2)[o:11][c:12]1-[c:13]1[cH:14][cH:15][cH:16][cH:17][cH:18]1.[OH2:40].[S:1](=[O:2])(=[O:3])([OH:4])[OH:5]>>[Cl:6][CH2:7][c:8]1[c:9](=[O:33])[n:10](-[c:19]2[c:20]([N+:30](=[O:31])[O-:32])[cH:21][c:22]([C:25](=[O:26])[OH:27])[cH:23][cH:24]2)[o:11][c:12]1-[c:13]1[cH:14][cH:15][cH:16][cH:17][cH:18]1.